This data is from the Open Reaction Database (ORD), a public repository of structured organic reaction records. The task is: describe an organic reaction: reactants, conditions, products, and yield The reactants are CC1CN(C(=O)OC(C)(C)C)CC2Cc3ccc(Br)cc3N12, N=C(c1ccccc1)c1ccccc1, Cc1ccccc1, CCOCC, ClC(Cl)Cl, O=C(C=Cc1ccccc1)C=Cc1ccccc1, O=C(C=Cc1ccccc1)C=Cc1ccccc1, O=C(C=Cc1ccccc1)C=Cc1ccccc1, [Pd], [Pd]. The product is CC1CN(C(=O)OC(C)(C)C)CC2Cc3ccc(N=C(c4ccccc4)c4ccccc4)cc3N12. RXN SMILES: [C:1]([CH3:2])([CH3:3])([CH3:4])[O:5][C:6](=[O:7])[N:8]1[CH2:9][CH:10]2[N:11]([c:12]3[cH:13][c:14]([Br:19])[cH:15][cH:16][c:17]3[CH2:18]2)[CH:20]([CH3:22])[CH2:21]1.[C:23]([c:24]1[cH:25][cH:26][cH:27][cH:28][cH:29]1)([c:30]1[cH:31][cH:32][cH:33][cH:34][cH:35]1)=[NH:36].[CH3:37][c:38]1[cH:39][cH:40][cH:41][cH:42][cH:43]1.[CH3:44][CH2:45][O:46][CH2:47][CH3:48].[CH:105]([Cl:106])([Cl:107])[Cl:108].[O:51]=[C:52]([CH:53]=[CH:54][c:55]1[cH:56][cH:57][cH:58][cH:59][cH:60]1)[CH:61]=[CH:62][c:63]1[cH:64][cH:65][cH:66][cH:67][cH:68]1.[O:69]=[C:70]([CH:71]=[CH:72][c:73]1[cH:74][cH:75][cH:76][cH:77][cH:78]1)[CH:79]=[CH:80][c:81]1[cH:82][cH:83][cH:84][cH:85][cH:86]1.[O:87]=[C:88]([CH:89]=[CH:90][c:91]1[cH:92][cH:93][cH:94][cH:95][cH:96]1)[CH:97]=[CH:98][c:99]1[cH:100][cH:101][cH:102][cH:103][cH:104]1.[Pd:49].[Pd:50]>>[C:1]([CH3:2])([CH3:3])([CH3:4])[O:5][C:6](=[O:7])[N:8]1[CH2:9][CH:10]2[N:11]([c:12]3[cH:13][c:14]([N:36]=[C:23]([c:24]4[cH:25][cH:26][cH:27][cH:28][cH:29]4)[c:30]4[cH:31][cH:32][cH:33][cH:34][cH:35]4)[cH:15][cH:16][c:17]3[CH2:18]2)[CH:20]([CH3:22])[CH2:21]1. The reactants are C1CCOC1, CCOC(C)=O, [Li+], CCC(OC(=O)c1ccc([N+](=O)[O-])cc1)(c1cn(Cc2ccc3c(-c4coc(C)n4)cc(C#N)nc3c2)nn1)C(F)(F)F, [OH-]. Product: CCC(O)(c1cn(Cc2ccc3c(-c4coc(C)n4)cc(C#N)nc3c2)nn1)C(F)(F)F. RXN SMILES: [CH2:46]1[O:47][CH2:48][CH2:49][CH2:50]1.[CH3:51][CH2:52][O:53][C:54](=[O:55])[CH3:56].[Li+:44].[N+:1]([c:2]1[cH:3][cH:4][c:5]([C:6](=[O:7])[O:10][C:11]([CH2:12][CH3:13])([C:14]([F:15])([F:16])[F:17])[c:18]2[n:19][n:20][n:21]([CH2:23][c:24]3[cH:25][cH:26][c:27]4[c:28](-[c:36]5[n:37][c:38]([CH3:41])[o:39][cH:40]5)[cH:29][c:30]([C:34]#[N:35])[n:31][c:32]4[cH:33]3)[cH:22]2)[cH:8][cH:9]1)([O-:42])=[O:43].[OH-:45]>>[OH:10][C:11]([CH2:12][CH3:13])([C:14]([F:15])([F:16])[F:17])[c:18]1[n:19][n:20][n:21]([CH2:23][c:24]2[cH:25][cH:26][c:27]3[c:28](-[c:36]4[n:37][c:38]([CH3:41])[o:39][cH:40]4)[cH:29][c:30]([C:34]#[N:35])[n:31][c:32]3[cH:33]2)[cH:22]1. The reactants are CC1(C)OCCn2c1nc(-c1nnc(Cc3ccc(F)cc3)o1)c(OCc1ccccc1)c2=O, O=C(O)C(F)(F)F. Product: CC1(C)OCCn2c1nc(-c1nnc(Cc3ccc(F)cc3)o1)c(O)c2=O. Reaction SMILES: [CH2:1]([c:2]1[cH:3][cH:4][cH:5][cH:6][cH:7]1)[O:8][c:9]1[c:10](-[c:22]2[o:23][c:24]([CH2:27][c:28]3[cH:29][cH:30][c:31]([F:34])[cH:32][cH:33]3)[n:25][n:26]2)[n:11][c:12]2[n:17]([c:18]1=[O:19])[CH2:16][CH2:15][O:14][C:13]2([CH3:20])[CH3:21].[F:35][C:36]([F:37])([F:38])[C:39]([OH:40])=[O:41]>>[OH:8][c:9]1[c:10](-[c:22]2[o:23][c:24]([CH2:27][c:28]3[cH:29][cH:30][c:31]([F:34])[cH:32][cH:33]3)[n:25][n:26]2)[n:11][c:12]2[n:17]([c:18]1=[O:19])[CH2:16][CH2:15][O:14][C:13]2([CH3:20])[CH3:21]. Reactants: Cc1ccc(NC(=O)C(C)C)cc1C1CCNCC1, CC(=O)c1cccc(OC(CCCl)c2ccccc2)c1. RXN SMILES: [CH3:21][CH:22]([C:23](=[O:24])[NH:25][c:26]1[cH:27][c:28]([CH:33]2[CH2:34][CH2:35][NH:36][CH2:37][CH2:38]2)[c:29]([CH3:32])[cH:30][cH:31]1)[CH3:39].[Cl:1][CH2:2][CH2:3][CH:4]([c:5]1[cH:6][cH:7][cH:8][cH:9][cH:10]1)[O:11][c:12]1[cH:13][c:14]([C:18]([CH3:19])=[O:20])[cH:15][cH:16][cH:17]1>>[CH2:2]([CH2:3][CH:4]([c:5]1[cH:6][cH:7][cH:8][cH:9][cH:10]1)[O:11][c:12]1[cH:13][c:14]([C:18]([CH3:19])=[O:20])[cH:15][cH:16][cH:17]1)[N:36]1[CH2:35][CH2:34][CH:33]([c:28]2[cH:27][c:26]([NH:25][C:23]([CH:22]([CH3:21])[CH3:39])=[O:24])[cH:31][cH:30][c:29]2[CH3:32])[CH2:38][CH2:37]1. Product: CC(=O)c1cccc(OC(CCN2CCC(c3cc(NC(=O)C(C)C)ccc3C)CC2)c2ccccc2)c1. The reactants are FC(C(=O)O)(F)F.N1(CCNCC1)C1=CC=C(C=N1)C=1SC2=C(N1)C=CC(=C2)C(=O)OCC (ethyl 2-(6-piperazin-1-ylpyridin-3-yl)-1,3-benzothiazole-6-carboxylate trifluoroacetate), COC1=CC2=C(N=C(S2)C=2C=CC(=NC2)N2CCN(CC2)C(=O)OC(C)(C)C)C=C1 (tert-butyl 4-[5-(6-methoxy-1,3-benzothiazol-2-yl)pyridin-2-yl]piperazine-1-carboxylate), [OH-].[Na+] (sodium hydroxide), C(O)([O-])=O.[Na+] (sodium hydrogencarbonate). Run in C(Cl)Cl (DCM). The product is COC1=CC2=C(N=C(S2)C=2C=NC(=CC2)N2CCNCC2)C=C1 (6-Methoxy-2-(6-piperazin-1-ylpyridin-3-yl)-1,3-benzothiazole), solid. RXN SMILES: FC(F)(F)C(O)=O.N1(C2N=CC(C3SC4C=C(C(OCC)=O)C=CC=4N=3)=CC=2)CCNCC1.[CH3:34][O:35][C:36]1[CH:63]=[CH:62][C:39]2[N:40]=[C:41]([C:43]3[CH:44]=[CH:45][C:46]([N:49]4[CH2:54][CH2:53][N:52](C(OC(C)(C)C)=O)[CH2:51][CH2:50]4)=[N:47][CH:48]=3)[S:42][C:38]=2[CH:37]=1.[OH-].[Na+].C(=O)([O-])O.[Na+]>C(Cl)Cl>[CH3:34][O:35][C:36]1[CH:63]=[CH:62][C:39]2[N:40]=[C:41]([C:43]3[CH:48]=[N:47][C:46]([N:49]4[CH2:54][CH2:53][NH:52][CH2:51][CH2:50]4)=[CH:45][CH:44]=3)[S:42][C:38]=2[CH:37]=1 |f:0.1,3.4,5.6|. Reported procedure: 6-Methoxy-2-(6-piperazin-1-ylpyridin-3-yl)-1,3-benzothiazole was prepared according to the method used for the preparation of ethyl 2-(6-piperazin-1-ylpyridin-3-yl)-1,3-benzothiazole-6-carboxylate trifluoroacetate, from tert-butyl 4-[5-(6-methoxy-1,3-benzothiazol-2-yl)pyridin-2-yl]piperazine-1-carboxylate (0.22 g), with the exception that sodium hydroxide was used instead of sat. sodium hydrogencarbonate after completion of the reaction, and that the product was taken up in DCM thereafter. The t... Starting materials: ClC1=NC2=CC=CC=C2N=C1Cl (2,3-Dichloroquinoxaline), O.NN (hydrazine hydrate). Solvent: C(C)O (ethanol). The product is ClC1=NC2=CC=CC=C2N=C1NN (2-chloro-3-hydrazinoquinoxaline). Isolated yield 41.0%. As a reaction SMILES: [Cl:1][C:2]1[C:11](Cl)=[N:10][C:9]2[C:4](=[CH:5][CH:6]=[CH:7][CH:8]=2)[N:3]=1.O.[NH2:14][NH2:15]>C(O)C>[Cl:1][C:2]1[C:11]([NH:14][NH2:15])=[N:10][C:9]2[C:4](=[CH:5][CH:6]=[CH:7][CH:8]=2)[N:3]=1 |f:1.2|. Procedure details: 2,3-Dichloroquinoxaline (33.5 g., 0.168 mole) was stirred with hydrazine hydrate (18.5 g., 0.369 mole) in 500 ml. of ethanol at room temperature overnight (i.e.. at ca. 20° C. for approximately 16 hours). The thick, yellow slurry was filtered and the precipitate was washed with ethanol. The precipitated material was recrystallized from hot methanol to give 13.5 g. (41% yield) of 2-chloro-3-hydrazinoquinoxaline, m.p. 181° C. (decomp.). Mass spectrum: m/e, 194 (P). Reactants: C(C1=CC=CC=C1)OC1=CC(=C(C=C1)CC=1C(=NNC1C(C)C)OC1[C@H](OC(C(C)(C)C)=O)[C@@H](OC(C(C)(C)C)=O)[C@H](OC(C(C)(C)C)=O)[C@H](O1)COC(C(C)(C)C)=O)C (4-[(4-Benzyloxy-2-methylphenyl)methyl]-5-isopropyl-3-(2,3,4,6-tetra-O-pivaloyl-O-D-glucopyranosyloxy)-1H-pyrazole). The reagents and catalysts are [C].[Pd] (palladium-carbon). Run in O1CCCC1 (tetrahydrofuran). Reaction conditions: time 3 hour. Yields the product OC1=CC(=C(C=C1)CC=1C(=NNC1C(C)C)O[C@H]1[C@H](OC(C(C)(C)C)=O)[C@@H](OC(C(C)(C)C)=O)[C@H](OC(C(C)(C)C)=O)[C@H](O1)COC(C(C)(C)C)=O)C (4-[(4-Hydroxy-2-methylphenyl)methyl]-5-isopropyl-3-(2,3,4,6-tetra-O-pivaloyl-β-D-glucopyranosyloxy)-1H-pyrazole). The yield is 99.8%. Reaction SMILES: C([O:8][C:9]1[CH:14]=[CH:13][C:12]([CH2:15][C:16]2[C:17]([O:24][CH:25]3[O:51][C@H:50]([CH2:52][O:53][C:54](=[O:59])[C:55]([CH3:58])([CH3:57])[CH3:56])[C@@H:42]([O:43][C:44](=[O:49])[C:45]([CH3:48])([CH3:47])[CH3:46])[C@H:34]([O:35][C:36](=[O:41])[C:37]([CH3:40])([CH3:39])[CH3:38])[C@H:26]3[O:27][C:28](=[O:33])[C:29]([CH3:32])([CH3:31])[CH3:30])=[N:18][NH:19][C:20]=2[CH:21]([CH3:23])[CH3:22])=[C:11]([CH3:60])[CH:10]=1)C1C=CC=CC=1>O1CCCC1.[C].[Pd]>[OH:8][C:9]1[CH:14]=[CH:13][C:12]([CH2:15][C:16]2[C:17]([O:24][C@@H:25]3[O:51][C@H:50]([CH2:52][O:53][C:54](=[O:59])[C:55]([CH3:58])([CH3:57])[CH3:56])[C@@H:42]([O:43][C:44](=[O:49])[C:45]([CH3:47])([CH3:46])[CH3:48])[C@H:34]([O:35][C:36](=[O:41])[C:37]([CH3:38])([CH3:39])[CH3:40])[C@H:26]3[O:27][C:28](=[O:33])[C:29]([CH3:32])([CH3:30])[CH3:31])=[N:18][NH:19][C:20]=2[CH:21]([CH3:23])[CH3:22])=[C:11]([CH3:60])[CH:10]=1 |f:2.3|. Procedure: 4-[(4-Benzyloxy-2-methylphenyl)methyl]-5-isopropyl-3-(2,3,4,6-tetra-O-pivaloyl-O-D-glucopyranosyloxy)-1H-pyrazole (5 g) was dissolved in tetrahydrofuran (18 mL). To the solution was added 10% palladium-carbon powder (500 mg), and the mixture was stirred at room temperature under a hydrogen atmosphere for 3 hours. The insoluble material was removed by filtration, and the solvent of the filtrate was removed under reduced pressure to give the title compound (4.45 g).